Dataset: the Open Reaction Database (ORD), a public repository of structured organic reaction records. Task: describe an organic reaction: reactants, conditions, products, and yield Reactants: O1CCOC=2C=NC(=CC21)CNC2CCN(CC2)CCN2C(C=NC1=CC=C(C=C21)C#N)=O (1-(2-(4-((2,3-dihydro-1,4-dioxino[2,3-c]pyridin-7-yl)methylamino)piperidin-1-yl)ethyl)-7-cyanoquinoxalin-2(1H)-one), Cl.C(C)(=O)OCC (hydrogen chloride ethyl acetate). Run in C(Cl)(Cl)Cl (chloroform), C(Cl)(Cl)Cl (chloroform). Reaction conditions: time 10 minute. Product: Cl.O1CCOC=2C=NC(=CC21)CNC2CCN(CC2)CCN2C(C=NC1=CC=C(C=C21)C#N)=O (1-(2-(4-((2,3-dihydro-1,4-dioxino[2,3-c]pyridin-7-yl)methylamino)piperidin-1-yl)ethyl)-7-cyanoquinoxalin-2(1H)-one hydrochloride). RXN SMILES: [O:1]1[C:10]2[CH:9]=[C:8]([CH2:11][NH:12][CH:13]3[CH2:18][CH2:17][N:16]([CH2:19][CH2:20][N:21]4[C:30]5[C:25](=[CH:26][CH:27]=[C:28]([C:31]#[N:32])[CH:29]=5)[N:24]=[CH:23][C:22]4=[O:33])[CH2:15][CH2:14]3)[N:7]=[CH:6][C:5]=2[O:4][CH2:3][CH2:2]1.[ClH:34].C(OCC)(=O)C>C(Cl)(Cl)Cl>[ClH:34].[O:1]1[C:10]2[CH:9]=[C:8]([CH2:11][NH:12][CH:13]3[CH2:18][CH2:17][N:16]([CH2:19][CH2:20][N:21]4[C:30]5[C:25](=[CH:26][CH:27]=[C:28]([C:31]#[N:32])[CH:29]=5)[N:24]=[CH:23][C:22]4=[O:33])[CH2:15][CH2:14]3)[N:7]=[CH:6][C:5]=2[O:4][CH2:3][CH2:2]1 |f:1.2,4.5|. Procedure: To 5 mL of a chloroform solution containing 40 mg of 1-(2-(4-((2,3-dihydro-1,4-dioxino[2,3-c]pyridin-7-yl)methylamino)piperidin-1-yl)ethyl)-7-cyanoquinoxalin-2(1H)-one, 0.5 mL of 4 mol/L hydrogen chloride/ethyl acetate and 5 mL of chloroform were added, and stirred at room temperature for 10 min. The solvent was removed under reduced pressure, ethyl acetate was added, and the resulting solid was filtered to give 33 mg of 1-(2-(4-((2,3-dihydro-1,4-dioxino[2,3-c]pyridin-7-yl)methylamino)piperidin-... Starting materials: CN=C=S, CCO, NCCCCc1ccccn1. Product: CNC(=S)NCCCCc1ccccn1. RXN SMILES: [CH3:12][N:13]=[C:14]=[S:15].[CH3:16][CH2:17][OH:18].[NH2:1][CH2:2][CH2:3][CH2:4][CH2:5][c:6]1[n:7][cH:8][cH:9][cH:10][cH:11]1>>[NH:1]([CH2:2][CH2:3][CH2:4][CH2:5][c:6]1[n:7][cH:8][cH:9][cH:10][cH:11]1)[C:14]([NH:13][CH3:12])=[S:15]. Starting materials: CCCN, CO, Nc1nc(Cl)nc2c1ncn2Cc1ccccc1, [Na+], [OH-]. Product: CCCNc1nc(N)c2ncn(Cc3ccccc3)c2n1. As a reaction SMILES: [CH3:19][CH2:20][CH2:21][NH2:22].[CH3:25][OH:26].[NH2:1][c:2]1[c:3]2[n:4][cH:5][n:6]([CH2:12][c:13]3[cH:14][cH:15][cH:16][cH:17][cH:18]3)[c:7]2[n:8][c:9]([Cl:11])[n:10]1.[Na+:24].[OH-:23]>>[NH2:1][c:2]1[c:3]2[n:4][cH:5][n:6]([CH2:12][c:13]3[cH:14][cH:15][cH:16][cH:17][cH:18]3)[c:7]2[n:8][c:9]([NH:22][CH2:21][CH2:20][CH3:19])[n:10]1. The reactants are O=C1c2ccccc2C(=O)N1CBr, COP(OC)OC, Cc1ccccc1C. Yields the product COP(=O)(CN1C(=O)c2ccccc2C1=O)OC. As a reaction SMILES: [Br:1][CH2:2][N:3]1[C:4](=[O:13])[c:5]2[c:6]([cH:9][cH:10][cH:11][cH:12]2)[C:7]1=[O:8].[P:14]([O:15][CH3:16])([O:17][CH3:18])[O:19][CH3:20].[c:21]1([CH3:22])[c:23]([CH3:24])[cH:25][cH:26][cH:27][cH:28]1>>[CH2:2]([N:3]1[C:4](=[O:13])[c:5]2[c:6]([cH:9][cH:10][cH:11][cH:12]2)[C:7]1=[O:8])[P:14]([O:15][CH3:16])([O:17][CH3:18])=[O:19]. Starting materials: C1(CCCC1)N1N=C(C(=C1N)C(=O)N)CC (1-cyclopentyl-3-ethyl-5-amino-1H-pyrazole-4-carboxamide), COC=1C=CC(=CC1)C=O (anisaldehyde), xylenes, C1(=CC=C(C=C1)S(=O)(=O)O)C (p-toluenesulfonic acid). Run in C(C)O (ethanol). Yields the product C1(CCCC1)N1NC(=C2C1=NC(=NC2=O)C2=C(C=CC=C2)OC)CC (1-cyclopentyl-3-ethyl-6-(2-methoxyphenyl)-pyrazolo[3,4-d]pyrimidin-4-one). The yield is 127.2%. Reaction SMILES: [CH:1]1([N:6]2[C:10]([NH2:11])=[C:9]([C:12]([NH2:14])=[O:13])[C:8]([CH2:15][CH3:16])=[N:7]2)[CH2:5][CH2:4][CH2:3][CH2:2]1.[CH3:17][O:18][C:19]1[CH:20]=[CH:21][C:22](C=O)=[CH:23][CH:24]=1.[C:27]1(C)C=CC(S(O)(=O)=O)=CC=1>C(O)C>[CH:1]1([N:6]2[C:10]3=[N:11][C:27]([C:20]4[CH:21]=[CH:22][CH:23]=[CH:24][C:19]=4[O:18][CH3:17])=[N:14][C:12](=[O:13])[C:9]3=[C:8]([CH2:15][CH3:16])[NH:7]2)[CH2:2][CH2:3][CH2:4][CH2:5]1. Reported procedure: A mixture of 1-cyclopentyl-3-ethyl-5-amino-1H-pyrazole-4-carboxamide (2.0 g, 9 mmol), anisaldehyde (2.45 g, 18 mmol), xylenes (50 ml) and p-toluenesulfonic acid (0.5 g) was refluxed for 32 hours. The reaction mixture was stripped to dryness, treated with ethanol (100 ml) and then again concentrated to dryness. The residue was treated with CHCl3 (100 ml) and 10% K2CO3 (100 ml), the layers were separated and the aqueous layer was extracted with chloroform (3×100 ml). The combined organic layers we... Starting materials: OC=1N=C2N(C(C1C)=O)C=CC=C2 (2-hydroxy-3-methyl-4H-pyrido[1,2-a]pyrimidin-4-one), [Si](C)(C)(C(C)(C)C)OC1=CC=C(C(=O)C2=CC=C(CBr)C=C2)C=C1 (4-(4-t-butyldimethylsilyloxybenzoyl)benzyl bromide), C([O-])([O-])=O.[K+].[K+] (potassium carbonate). Solvent: CN(C)C=O (DMF). Product: CC1=C(N=C2N(C1=O)C=CC=C2)OCC2=CC=C(C=C2)C(C2=CC=C(C=C2)O)=O (3-Methyl-2-[4-(4-hydroxybenzoyl)benzyloxy]-4H-pyrido[1,2-a]pyrimidin-4-one). Isolated yield 4.7%. Reaction SMILES: [OH:1][C:2]1[N:3]=[C:4]2[CH:13]=[CH:12][CH:11]=[CH:10][N:5]2[C:6](=[O:9])[C:7]=1[CH3:8].[Si]([O:21][C:22]1[CH:37]=[CH:36][C:25]([C:26]([C:28]2[CH:35]=[CH:34][C:31]([CH2:32]Br)=[CH:30][CH:29]=2)=[O:27])=[CH:24][CH:23]=1)(C(C)(C)C)(C)C.C(=O)([O-])[O-].[K+].[K+]>CN(C=O)C>[CH3:8][C:7]1[C:6](=[O:9])[N:5]2[CH:10]=[CH:11][CH:12]=[CH:13][C:4]2=[N:3][C:2]=1[O:1][CH2:32][C:31]1[CH:30]=[CH:29][C:28]([C:26](=[O:27])[C:25]2[CH:36]=[CH:37][C:22]([OH:21])=[CH:23][CH:24]=2)=[CH:35][CH:34]=1 |f:2.3.4|. Reported procedure: A solution of 2-hydroxy-3-methyl-4H-pyrido[1,2-a]pyrimidin-4-one (3.158 g), 4-(4-t-butyldimethylsilyloxybenzoyl)benzyl bromide (12.24 g) and potassium carbonate (5.07 g) in DMF (50 ml) was stirred at room temperature for 24 hours. This reaction mixture was concentrated and the residue was purified by silica gel column chromatography (dichloromethane: ethyl acetate =1:2) and recrystallized from chloroform-methanol-ethyl acetate to provide the title compound as colorless solid (325 mg). Reactants: CC(C)=C (isobutylene), CC1=CC=C(CSC[C@H](N)C(=O)O)C=C1 (S-(4-methylbenzyl)-L-cysteine), OS(=O)(=O)O (H2SO4), Cl (HCl), [OH-].[Na+] (NaOH). The solvent is O1CCOCC1 (dioxane), CCOCC (Et2O). Run at time 18 hour. Product: C(C)(C)(C)OC([C@@H](N)CSCC1=CC=C(C=C1)C)=O (S-(4-Methylbenzyl)-L-Cysteine t-Butyl Ester), needles. As a reaction SMILES: [CH3:1][C:2](=[CH2:4])[CH3:3].[CH3:5][C:6]1[CH:19]=[CH:18][C:9]([CH2:10][S:11][CH2:12][C@@H:13]([C:15]([OH:17])=[O:16])[NH2:14])=[CH:8][CH:7]=1.OS(O)(=O)=O.[OH-].[Na+].Cl>O1CCOCC1.CCOCC>[C:2]([O:17][C:15](=[O:16])[C@H:13]([CH2:12][S:11][CH2:10][C:9]1[CH:8]=[CH:7][C:6]([CH3:5])=[CH:19][CH:18]=1)[NH2:14])([CH3:3])([CH3:1])[CH3:4] |f:3.4|. Procedure details: To a cold solution of isobutylene (50 ml) in dioxane (80 ml), add S-(4-methylbenzyl)-L-cysteine (5.0 g) and concentrated H2SO4 (10 ml). Seal the vessel, allow to warm to room temperature, and stir for 18 hr. Pour into 5% NaOH (500 ml), extract with Et2O (3×400 ml), dry (MgSO4) and concentrate the Et2O in vacuo to give an oil. Treat the oil with HCl in Et2O to give the title compound, white needles (2.76 g) m.p. 218° (dec). The reactants are BrC=1C=C2C(=NC1)C(C(N2)=O)(C)C (6-bromo-3,3-dimethyl-1H-pyrrolo[3,2-b]pyridin-2(3H)-one), [H-].COCCO[Al+]OCCOC.[Na+].[H-] (sodium bis(2-methoxyethoxy)-aluminium hydride). The solvent is C1(=CC=CC=C1)C (toluene). Product: BrC=1C=C2C(=NC1)C(CN2)(C)C (6-Bromo-3,3-dimethyl-2,3-dihydro-1H-pyrrolo[3,2-b]pyridine). RXN SMILES: [Br:1][C:2]1[CH:3]=[C:4]2[NH:10][C:9](=O)[C:8]([CH3:13])([CH3:12])[C:5]2=[N:6][CH:7]=1.[H-].COCCO[Al+]OCCOC.[Na+].[H-]>C1(C)C=CC=CC=1>[Br:1][C:2]1[CH:3]=[C:4]2[NH:10][CH2:9][C:8]([CH3:13])([CH3:12])[C:5]2=[N:6][CH:7]=1 |f:1.2.3.4|. Procedure details: Prepared according to procedure K using 6-bromo-3,3-dimethyl-1H-pyrrolo[3,2-b]pyridin-2(3H)-one (300 mg, 1.244 mmol), sodium bis(2-methoxyethoxy)-aluminium hydride (1.131 mL, 3.73 mmol) in toluene (3 mL). After purification 6-bromo-3,3-dimethyl-2,3-dihydro-1H-pyrrolo[3,2-b]pyridine was obtained as a white solid.